This data is from the Open Reaction Database (ORD), a public repository of structured organic reaction records. The task is: describe an organic reaction: reactants, conditions, products, and yield The reactants are FC1=C(C=CC=C1)C=1N=NN(C1C=1N=CN(C1)C1=NC=C(C(=O)O)C=C1)C (6-(4-(4-(2-fluorophenyl)-1-methyl-1H-1,2,3-triazol-5-yl)-1H-imidazol-1-yl)nicotinic acid), C1=CN(C=N1)C(=O)N2C=CN=C2 (CDI), [OH-].[NH4+] (ammonium hydroxide). Solvent: CN(C)C=O (DMF). Conditions: temperature 60 celsius, time 1 hour. Yields the product FC1=C(C=CC=C1)C=1N=NN(C1C=1N=CN(C1)C1=NC=C(C(=O)N)C=C1)C (6-(4-(4-(2-Fluorophenyl)-1-methyl-1H-1,2,3-triazol-5-yl)-1H-imidazol-1-yl)nicotinamide). Yield: 81.5%. Reaction SMILES: [F:1][C:2]1[CH:7]=[CH:6][CH:5]=[CH:4][C:3]=1[C:8]1[N:9]=[N:10][N:11]([CH3:27])[C:12]=1[C:13]1[N:14]=[CH:15][N:16]([C:18]2[CH:26]=[CH:25][C:21]([C:22](O)=[O:23])=[CH:20][N:19]=2)[CH:17]=1.C1N=C[N:30](C(N2C=NC=C2)=O)C=1.[OH-].[NH4+]>CN(C=O)C>[F:1][C:2]1[CH:7]=[CH:6][CH:5]=[CH:4][C:3]=1[C:8]1[N:9]=[N:10][N:11]([CH3:27])[C:12]=1[C:13]1[N:14]=[CH:15][N:16]([C:18]2[CH:26]=[CH:25][C:21]([C:22]([NH2:30])=[O:23])=[CH:20][N:19]=2)[CH:17]=1 |f:2.3|. Procedure: To a solution of 6-(4-(4-(2-fluorophenyl)-1-methyl-1H-1,2,3-triazol-5-yl)-1H-imidazol-1-yl)nicotinic acid (69 mg, 0.189 mmol) in DMF (3 mL) was added CDI (37 mg, 0.227 mmol) and the resulting mixture stirred at 60° C. for 1 h. After cooling to room temperature ammonium hydroxide (300 μL, 1.9 mmol) was added and reaction mixture was stirred for 1 h and then evaporated. Purification by chromatography (reverse phase HPLC) afforded the title compound (56 mg, 81%) as a white foam. MS: m/e=364.1 [M+H]... Reactants: COC(=O)c1ccc([N+](=O)[O-])c(C(F)(F)F)c1, CCOC(C)=O, CO, [H][H]. Yields the product COC(=O)c1ccc(N)c(C(F)(F)F)c1. Reaction SMILES: [CH3:1][O:2][C:3]([c:4]1[cH:5][c:6]([C:13]([F:14])([F:15])[F:16])[c:7]([N+:10]([O-:11])=[O:12])[cH:8][cH:9]1)=[O:17].[CH3:20][CH2:21][O:22][C:23](=[O:24])[CH3:25].[CH3:26][OH:27].[H:18][H:19]>>[CH3:1][O:2][C:3]([c:4]1[cH:5][c:6]([C:13]([F:14])([F:15])[F:16])[c:7]([NH2:10])[cH:8][cH:9]1)=[O:17]. Reactants: ClC=1C=C(C=C(C1)Cl)SC1=C(NC2=CC(=CC=C12)C)CCC(=O)N (3-(3-((3,5-Dichlorophenyl)thio)-6-methyl-1H-indol-2-yl)propanamide), acid chloride, CO (MeOH), ClC1=CC=C(C=C1)SC1=C(NC2=CC=CC(=C12)C)C(=O)O (3-((4-Chlorophenyl)thio)-4-methyl-1H-indole-2-carboxylic acid), C(C(=O)Cl)(=O)Cl (oxalyl chloride). Solvent: C1CCOC1 (THF). Product: ClC1=CC=C(C=C1)SC1=C(NC2=CC=CC(=C12)C)C(=O)OC (Methyl 3-((4-chlorophenyl)thio)-4-methyl-1H-indole-2-carboxylate). Yield: 81.0%. Reaction SMILES: Cl[C:2]1C=C(SC2C3C(=CC(C)=CC=3)NC=2CCC(N)=O)C=C(Cl)C=1.[Cl:25][C:26]1[CH:31]=[CH:30][C:29]([S:32][C:33]2[C:41]3[C:36](=[CH:37][CH:38]=[CH:39][C:40]=3[CH3:42])[NH:35][C:34]=2[C:43]([OH:45])=[O:44])=[CH:28][CH:27]=1.C(Cl)(=O)C(Cl)=O.CO>C1COCC1>[Cl:25][C:26]1[CH:27]=[CH:28][C:29]([S:32][C:33]2[C:41]3[C:36](=[CH:37][CH:38]=[CH:39][C:40]=3[CH3:42])[NH:35][C:34]=2[C:43]([O:45][CH3:2])=[O:44])=[CH:30][CH:31]=1. Reported procedure: Following the method used to prepare 24a, the use of 1a (0.19 mmol) and oxalyl chloride in THF followed by allowing the intermediate acid chloride to react with MeOH (3 mL) provided 52 mg (81%) of product 9 as a white solid, mp 192-193° C. 1H NMR (300 MHz, DMSO-d6) δ 2.57 (s, 3H), 3.84 (s, 3H), 6.88 (d, J=7 Hz, 1H), 6.95-6.98 (m, 2H), 7.24 (t, J=8 Hz, 1H), 7.26-7.29 (m, 2H), 7.41 (d, J=9 Hz, 1H), 12.52 (s, 1H). LC-MS (CI): m/z 332.1 [(M+H)+ C17H14ClNO2S requires 331.04]. Purity (100%). Calcd for... Reactants: C(#N)C1=CC=C(OCCC(CNC(OC(C)(C)C)=O)O)C=C1 (tert-Butyl 4-(4-cyanophenoxy)-2-hydroxybutylcarbamate), CS(=O)(=O)Cl (Methanesulfonyl chloride). The reagents and catalysts are CN(C1=CC=NC=C1)C (4-(dimethylamino)pyridine). The solvent is N1=CC=CC=C1 (pyridine), N1=CC=CC=C1 (pyridine). Conditions: temperature 0 celsius. Yields the product CS(=O)(=O)OC(CCOC1=CC=C(C=C1)C#N)CNC(=O)OC(C)(C)C (1-{[(tert-Butoxycarbonyl)amino]methyl}-3-(4-cyanophenoxy)propyl methanesulfonate). The yield is 58.5%. As a reaction SMILES: [C:1]([C:3]1[CH:22]=[CH:21][C:6]([O:7][CH2:8][CH2:9][CH:10]([OH:20])[CH2:11][NH:12][C:13](=[O:19])[O:14][C:15]([CH3:18])([CH3:17])[CH3:16])=[CH:5][CH:4]=1)#[N:2].[CH3:23][S:24](Cl)(=[O:26])=[O:25]>CN(C)C1C=CN=CC=1.N1C=CC=CC=1>[CH3:23][S:24]([O:20][CH:10]([CH2:11][NH:12][C:13]([O:14][C:15]([CH3:17])([CH3:18])[CH3:16])=[O:19])[CH2:9][CH2:8][O:7][C:6]1[CH:5]=[CH:4][C:3]([C:1]#[N:2])=[CH:22][CH:21]=1)(=[O:26])=[O:25]. Reported procedure: tert-Butyl 4-(4-cyanophenoxy)-2-hydroxybutylcarbamate (38.1 g, 120 mmol; from step (f) above) and 4-(dimethylamino)pyridine (10 mol %) was dissolved in pyridine (200 mL). The mixture was cooled to 0° C. Methanesulfonyl chloride (10.7 mL, 0.136 mol) was added dropwise at 0° C. The mixture was allowed to reach r.t before the pyridine was evaporated. DCM was added, the solution was washed with 2 M HCl and water, dried and then evaporated. The compound was purified by chromatography on silica, eluti... Starting materials: C(C)OCC (diethyl ether), F[B-](F)(F)F.CN(C1=CC=C(C=N[N+]2=C(N(C=C2)N=CC2=CC=C(C=C2)N(C)C)SC)C=C1)C (1,3-bis[[p-(dimethylamino)benzylidene]amino]-2-(methylthio)imidazolium tetrafluoroborate), CS (methyl mercaptan), N (ammonia). Run in CN(C=O)C (dimethylformamide). Yields the product F[B-](F)(F)F.NC1=[N+](C=CN1N=CC1=CC=C(C=C1)N(C)C)N=CC1=CC=C(C=C1)N(C)C (2-amino-1,3-bis[[p-(dimethylamino)benzylidene]amino]imidazolium tetrafluoroborate). RXN SMILES: [F:1][B-:2]([F:5])([F:4])[F:3].[CH3:6][N:7]([CH3:34])[C:8]1[CH:33]=[CH:32][C:11]([CH:12]=[N:13][N+:14]2[CH:18]=[CH:17][N:16]([N:19]=[CH:20][C:21]3[CH:26]=[CH:25][C:24]([N:27]([CH3:29])[CH3:28])=[CH:23][CH:22]=3)[C:15]=2SC)=[CH:10][CH:9]=1.[NH3:35].CS.C(OCC)C>CN(C)C=O>[F:1][B-:2]([F:5])([F:4])[F:3].[NH2:35][C:15]1[N:14]([N:13]=[CH:12][C:11]2[CH:32]=[CH:33][C:8]([N:7]([CH3:34])[CH3:6])=[CH:9][CH:10]=2)[CH:18]=[CH:17][N+:16]=1[N:19]=[CH:20][C:21]1[CH:26]=[CH:25][C:24]([N:27]([CH3:29])[CH3:28])=[CH:23][CH:22]=1 |f:0.1,6.7|. Procedure: 0.99 g of 1,3-bis[[p-(dimethylamino)benzylidene]amino]-2-(methylthio)imidazolium tetrafluoroborate is dissolved in 15 ml of absolute dimethylformamide. Dry ammonia is conducted into the reaction solution at room temperature while stirring until the cleavage of methyl mercaptan is complete. The solution is treated with diethyl ether. The precipitate obtained is washed twice with water and twice with cold methanol and re-precipitated from dimethylformamide/diethyl ether. There is obtained yellow 2... Starting materials: COC=1C=C(C=C(C1OC)OC)NC1=NC(=CN=C1)Cl (2-(3,4,5-trimethoxyphenylamino)-6-chloropyrazine), C(=O)C1=CC=C(C=C1)B(O)O (4-formylphenylboronic acid). The product is COC=1C=C(C=C(C1OC)OC)NC1=NC(=CN=C1)C1=CC=C(C=C1)C=O (2-(3,4,5-trimethoxyphenylamino)-6-(4-formylphenyl)pyrazine). The yield is 61.6%. As a reaction SMILES: [CH3:1][O:2][C:3]1[CH:4]=[C:5]([NH:13][C:14]2[CH:19]=[N:18][CH:17]=[C:16](Cl)[N:15]=2)[CH:6]=[C:7]([O:11][CH3:12])[C:8]=1[O:9][CH3:10].[CH:21]([C:23]1[CH:28]=[CH:27][C:26](B(O)O)=[CH:25][CH:24]=1)=[O:22]>>[CH3:1][O:2][C:3]1[CH:4]=[C:5]([NH:13][C:14]2[CH:19]=[N:18][CH:17]=[C:16]([C:26]3[CH:27]=[CH:28][C:23]([CH:21]=[O:22])=[CH:24][CH:25]=3)[N:15]=2)[CH:6]=[C:7]([O:11][CH3:12])[C:8]=1[O:9][CH3:10]. Reported procedure: Using Method C with 200 mg (0.68 mmol) 2a and 123 mg (0.82 mmol) 4-formylphenylboronic acid, 153 mg (61.7%) pure title compound were obtained after preparative HPLC (eluent: AcOEt) purification of the whole batch. Reaction time: 24 hours. 1H-NMR (DMSO), δ (ppm), J (Hz): 3.64 (s, 3H, CH3O(4′)), 3.83 (s, 6H, CH3O(3′+5′)), 7.25 (s, 2H, Harom(2+6)), 8.05 (d, 2H, Harom 2′+6′, J=8.22), 8.23 (s, 1H, HP5), 8.35 (d, 2H, Harom3′+5′), 8.64 (s, 1H, HP3), 9.68 (s, 1H, NHamine), 10.08 (s, 1H, CHO); MS, (C20H1... The reactants are CCOC(=O)CCNC(=O)c1cc(Cl)c(Oc2cc(C)ncc2C(=O)N2CCN(C3CC3)c3ccccc32)cc1Cl, CCOC(C)=O, Cl, [Li+], C1COCCO1, [OH-], O, O. Product: Cc1cc(Oc2cc(Cl)c(C(=O)NCCC(=O)O)cc2Cl)c(C(=O)N2CCN(C3CC3)c3ccccc32)cn1. As a reaction SMILES: [CH2:1]([CH3:2])[O:3][C:4]([CH2:5][CH2:6][NH:7][C:8]([c:9]1[c:10]([Cl:39])[cH:11][c:12]([O:16][c:17]2[cH:18][c:19]([CH3:38])[n:20][cH:21][c:22]2[C:23](=[O:24])[N:25]2[CH2:26][CH2:27][N:28]([CH:35]3[CH2:36][CH2:37]3)[c:29]3[cH:30][cH:31][cH:32][cH:33][c:34]32)[c:13]([Cl:15])[cH:14]1)=[O:40])=[O:41].[CH3:53][CH2:54][O:55][C:56](=[O:57])[CH3:58].[ClH:46].[Li+:45].[O:47]1[CH2:48][CH2:49][O:50][CH2:51][CH2:52]1.[OH-:44].[OH2:42].[OH2:43]>>[O:3]=[C:4]([CH2:5][CH2:6][NH:7][C:8]([c:9]1[c:10]([Cl:39])[cH:11][c:12]([O:16][c:17]2[cH:18][c:19]([CH3:38])[n:20][cH:21][c:22]2[C:23](=[O:24])[N:25]2[CH2:26][CH2:27][N:28]([CH:35]3[CH2:36][CH2:37]3)[c:29]3[cH:30][cH:31][cH:32][cH:33][c:34]32)[c:13]([Cl:15])[cH:14]1)=[O:40])[OH:41].